This data is from the Open Reaction Database (ORD), a public repository of structured organic reaction records. The task is: describe an organic reaction: reactants, conditions, products, and yield The reactants are CC=1C(=C(C(=NC1C)OC1=CC=CC=C1)N)NCCOCCCC=1C=NC=CC1 (5,6-dimethyl-2-phenoxy-N4-[2-(3-pyridin-3-ylpropoxy)ethyl]pyridine-3,4-diamine), Cl.N1=CC=CC=C1 (pyridine HCl), C(C)(OCC)(OCC)OCC (triethyl orthoacetate). Run in C1(=CC=CC=C1)C (toluene). Reaction conditions: temperature 99 celsius. Product: CC=1N(C2=C(C(=NC(=C2C)C)OC2=CC=CC=C2)N1)CCOCCCC=1C=NC=CC1 (2,6,7-trimethyl-4-phenoxy-1-[2-(3-pyridin-3-ylpropoxy)ethyl]-1H-imidazo[4,5-c]pyridine). Reaction SMILES: [CH3:1][C:2]1[C:3]([NH:17][CH2:18][CH2:19][O:20][CH2:21][CH2:22][CH2:23][C:24]2[CH:25]=[N:26][CH:27]=[CH:28][CH:29]=2)=[C:4]([NH2:16])[C:5]([O:9][C:10]2[CH:15]=[CH:14][CH:13]=[CH:12][CH:11]=2)=[N:6][C:7]=1[CH3:8].Cl.N1C=CC=[CH:33][CH:32]=1.C(OCC)(OCC)(OCC)C>C1(C)C=CC=CC=1>[CH3:32][C:33]1[N:17]([CH2:18][CH2:19][O:20][CH2:21][CH2:22][CH2:23][C:24]2[CH:25]=[N:26][CH:27]=[CH:28][CH:29]=2)[C:3]2[C:2]([CH3:1])=[C:7]([CH3:8])[N:6]=[C:5]([O:9][C:10]3[CH:11]=[CH:12][CH:13]=[CH:14][CH:15]=3)[C:4]=2[N:16]=1 |f:1.2|. Procedure: A solution of 5,6-dimethyl-2-phenoxy-N4-[2-(3-pyridin-3-ylpropoxy)ethyl]pyridine-3,4-diamine (12 g) in toluene (300 ml) from Part C was combined with pyridine HCl (0.08 g) and triethyl orthoacetate (8.4 ml). Under a nitrogen atmosphere, the reaction mixture was heated to reflux (99° C.) for 1.5 hours. TLC and HPLC analysis indicated that the reaction was complete. The solvent was removed under reduced pressure. The resulting yellow oil was dissolved in dichloromethane and washed once with satura...